Task: describe an organic reaction: reactants, conditions, products, and yield. Dataset: the Open Reaction Database (ORD), a public repository of structured organic reaction records Reactants: FC1=C(C=C(C=C1)C)C1=NC=CC(=C1)N (2-(2-fluoro-5-methylphenyl)pyridin-4-amine), IC=1C=2C(N=CC1)=CN(N2)C2CCN(CC2)C(=O)OC(C)(C)C (tert-butyl 4-(7-iodo-2H-pyrazolo[4,3-b]pyridin-2-yl)piperidine-1-carboxylate), CC(C)([O-])C (t-butoxide), N#N (N2), C1(CCCCC1)P(C1=C(C=CC=C1)C1=C(C=C(C=C1C(C)C)C(C)C)C(C)C)C1CCCCC1 (2-dicyclohexylphosphino-2′,4′,6′-tri-iso-propyl-1,1′-biphenyl). Reagents/catalysts: C=1C=CC(=CC1)/C=C/C(=O)/C=C/C2=CC=CC=C2.C=1C=CC(=CC1)/C=C/C(=O)/C=C/C2=CC=CC=C2.C=1C=CC(=CC1)/C=C/C(=O)/C=C/C2=CC=CC=C2.[Pd].[Pd] (tris(dibenzylideneacetone)dipalladium(0)). Solvent: C=1(C(=CC=CC1)C)C (xylene). Conditions: temperature 120 celsius. Yields the product FC1=C(C=C(C=C1)C)C1=NC=CC(=C1)NC=1C=2C(N=CC1)=CN(N2)C2CCNCC2 (N-(2-(2-fluoro-5-methylphenyl)pyridin-4-yl)-2-(piperidin-4-yl)-2H-pyrazolo[4,3-b]pyridin-7-amine). Isolated yield 87.0%. RXN SMILES: [F:1][C:2]1[CH:7]=[CH:6][C:5]([CH3:8])=[CH:4][C:3]=1[C:9]1[CH:14]=[C:13]([NH2:15])[CH:12]=[CH:11][N:10]=1.I[C:17]1[C:18]2[C:19](=[CH:23][N:24]([CH:26]3[CH2:31][CH2:30][N:29](C(OC(C)(C)C)=O)[CH2:28][CH2:27]3)[N:25]=2)[N:20]=[CH:21][CH:22]=1.CC(C)([O-])C.N#N.C1(P(C2CCCCC2)C2C=CC=CC=2C2C(C(C)C)=CC(C(C)C)=CC=2C(C)C)CCCCC1>C1(C)C(C)=CC=CC=1.C1C=CC(/C=C/C(/C=C/C2C=CC=CC=2)=O)=CC=1.C1C=CC(/C=C/C(/C=C/C2C=CC=CC=2)=O)=CC=1.C1C=CC(/C=C/C(/C=C/C2C=CC=CC=2)=O)=CC=1.[Pd].[Pd]>[F:1][C:2]1[CH:7]=[CH:6][C:5]([CH3:8])=[CH:4][C:3]=1[C:9]1[CH:14]=[C:13]([NH:15][C:17]2[C:18]3[C:19](=[CH:23][N:24]([CH:26]4[CH2:31][CH2:30][NH:29][CH2:28][CH2:27]4)[N:25]=3)[N:20]=[CH:21][CH:22]=2)[CH:12]=[CH:11][N:10]=1 |f:6.7.8.9.10|. Procedure details: A solution of 2-(2-fluoro-5-methylphenyl)pyridin-4-amine (42.5 mg, 0.210 mmol), tert-butyl 4-(7-iodo-2H-pyrazolo[4,3-b]pyridin-2-yl)piperidine-1-carboxylate (60 mg, 0.140 mmol) and t-butoxide (18.85 mg, 0.196 mmol) in xylene (3 mL) was sparged with N2 and then 2-dicyclohexylphosphino-2′,4′,6′-tri-iso-propyl-1,1′-biphenyl (13.36 mg, 0.028 mmol) and tris(dibenzylideneacetone)dipalladium(0) (12.83 mg, 0.014 mmol) were added and the mixture was heated at 120° C. overnight. The reaction was cooled, c... Starting materials: CC(=O)Nc1cc2c3c(cccc3c1N1CCCC1)C(=O)N(O)C2=O, CCO, Cl. The product is Nc1cc2c3c(cccc3c1N1CCCC1)C(=O)N(O)C2=O. RXN SMILES: [C:1](=[O:2])([CH3:3])[NH:4][c:5]1[c:6]([N:21]2[CH2:22][CH2:23][CH2:24][CH2:25]2)[c:7]2[c:8]3[c:9]([cH:20]1)[C:10](=[O:19])[N:11]([OH:18])[C:12](=[O:17])[c:13]3[cH:14][cH:15][cH:16]2.[CH3:27][CH2:28][OH:29].[ClH:26]>>[NH2:4][c:5]1[c:6]([N:21]2[CH2:22][CH2:23][CH2:24][CH2:25]2)[c:7]2[c:8]3[c:9]([cH:20]1)[C:10](=[O:19])[N:11]([OH:18])[C:12](=[O:17])[c:13]3[cH:14][cH:15][cH:16]2. Starting materials: C(C)(=O)N1CCN(CC1)C1=CC=C(C=C1)NC=1N=CC2=C(N1)N(C(=C2)C=O)C(CC)CC (2-[4-(4-acetyl-piperazin-1-yl)-phenylamino]-7-(1-ethyl-propyl)-7H-pyrrolo[2,3-d]pyrimidine-6-carbaldehyde), [BH4-].[Na+] (NaBH4). The solvent is CO (MeOH). Conditions: time 1 hour. Yields the product C(C)C(CC)N1C(=CC2=C1N=C(N=C2)NC2=CC=C(C=C2)N2CCN(CC2)C(C)=O)CO (1-(4-{4-[7-(1-ethyl-propyl)-6-hydroxymethyl-7H-pyrrolo[2,3-d]pyrimidin-2-ylamino]-phenyl}-piperazin-1-yl)-ethanone). Isolated yield 74.7%. Reaction SMILES: [C:1]([N:4]1[CH2:9][CH2:8][N:7]([C:10]2[CH:15]=[CH:14][C:13]([NH:16][C:17]3[N:18]=[CH:19][C:20]4[CH:25]=[C:24]([CH:26]=[O:27])[N:23]([CH:28]([CH2:31][CH3:32])[CH2:29][CH3:30])[C:21]=4[N:22]=3)=[CH:12][CH:11]=2)[CH2:6][CH2:5]1)(=[O:3])[CH3:2].[BH4-].[Na+]>CO>[CH2:29]([CH:28]([N:23]1[C:21]2[N:22]=[C:17]([NH:16][C:13]3[CH:12]=[CH:11][C:10]([N:7]4[CH2:8][CH2:9][N:4]([C:1](=[O:3])[CH3:2])[CH2:5][CH2:6]4)=[CH:15][CH:14]=3)[N:18]=[CH:19][C:20]=2[CH:25]=[C:24]1[CH2:26][OH:27])[CH2:31][CH3:32])[CH3:30] |f:1.2|. Procedure: To a solution of 2-[4-(4-acetyl-piperazin-1-yl)-phenylamino]-7-(1-ethyl-propyl)-7H-pyrrolo[2,3-d]pyrimidine-6-carbaldehyde (20 mg, 0.046 mmol) in MeOH (1 mL) is added NaBH4 (3.5 mg, 0.092 mmol). The reaction mixture is stirred for 1 h and concentrated in vacuo. The residue is purified by preparative HPLC to give 15 mg of 1-(4-{4-[7-(1-ethyl-propyl)-6-hydroxymethyl-7H-pyrrolo[2,3-d]pyrimidin-2-ylamino]-phenyl}-piperazin-1-yl)-ethanone. The reactants are BrC=1C=C(CO[C@@H]2CN(CC2)C(CCC(C#N)(C2=CC=CC=C2)C2=CC=CC=C2)(C)C)C=CC1 (5-{(3S)-3-[(3-Bromobenzyl)oxy]pyrrolidin-1-yl}-5-methyl-2,2-diphenylhexanenitrile), OC1=C(C=CC=C1)B(O)O (2-hydroxyphenylboronic acid). Product: OC1=C(C=CC=C1)C1=CC(=CC=C1)CO[C@@H]1CN(CC1)C(CCC(C#N)(C1=CC=CC=C1)C1=CC=CC=C1)(C)C (5-{(3S)-3-[(2′-Hydroxybiphenyl-3-yl)methoxy]pyrrolidin-1-yl}-5-methyl-2,2-diphenylhexanenitrile). As a reaction SMILES: Br[C:2]1[CH:3]=[C:4]([CH:32]=[CH:33][CH:34]=1)[CH2:5][O:6][C@H:7]1[CH2:11][CH2:10][N:9]([C:12]([CH3:31])([CH3:30])[CH2:13][CH2:14][C:15]([C:24]2[CH:29]=[CH:28][CH:27]=[CH:26][CH:25]=2)([C:18]2[CH:23]=[CH:22][CH:21]=[CH:20][CH:19]=2)[C:16]#[N:17])[CH2:8]1.[OH:35][C:36]1[CH:41]=[CH:40][CH:39]=[CH:38][C:37]=1B(O)O>>[OH:35][C:36]1[CH:41]=[CH:40][CH:39]=[CH:38][C:37]=1[C:2]1[CH:34]=[CH:33][CH:32]=[C:4]([CH2:5][O:6][C@H:7]2[CH2:11][CH2:10][N:9]([C:12]([CH3:30])([CH3:31])[CH2:13][CH2:14][C:15]([C:18]3[CH:23]=[CH:22][CH:21]=[CH:20][CH:19]=3)([C:24]3[CH:29]=[CH:28][CH:27]=[CH:26][CH:25]=3)[C:16]#[N:17])[CH2:8]2)[CH:3]=1. Procedure: The title compound was prepared from the product of example 55 and 2-hydroxyphenylboronic acid, using the same method as that described for example 56. The crude compound was purified by column chromatography on silica gel, eluting with ethyl acetate followed by dichloromethane:methanol, 95:5, to afford the desired product as pale brown foam in 61% yield. Starting materials: ClCCN(C(=O)OC(C)(C)C)CCCl (bis(2-chloroethyl)-N-(1,1-dimethylethoxy)carbonyl amine), C(CC=1C(C#N)=CC=CC1)#N (homophthalonitrile), C([O-])([O-])=O.[Cs+].[Cs+] (cesium carbonate). Run in CCOC(=O)C (EtOAc). Yields the product C(#N)C1(CCN(CC1)C(=O)OC(C)(C)C)C1=C(C=CC=C1)C#N (4-cyano-N-(1,1-dimethylethoxy)carbonyl-4-(2-cyanophenyl)piperidine). As a reaction SMILES: Cl[CH2:2][CH2:3][N:4]([CH2:12][CH2:13]Cl)[C:5]([O:7][C:8]([CH3:11])([CH3:10])[CH3:9])=[O:6].[C:15](#[N:25])[CH2:16][C:17]1[C:18](=[CH:21][CH:22]=[CH:23][CH:24]=1)[C:19]#[N:20].C(=O)([O-])[O-].[Cs+].[Cs+]>CCOC(C)=O>[C:15]([C:16]1([C:17]2[CH:24]=[CH:23][CH:22]=[CH:21][C:18]=2[C:19]#[N:20])[CH2:13][CH2:12][N:4]([C:5]([O:7][C:8]([CH3:11])([CH3:10])[CH3:9])=[O:6])[CH2:3][CH2:2]1)#[N:25] |f:2.3.4|. Reported procedure: A solution of bis(2-chloroethyl)-N-(1,1-dimethylethoxy)carbonyl amine (19 g, 78 mmol) and homophthalonitrile (8.6 g, 60 mmol) and cesium carbonate (79 g, 241 mmol) was stirred at 60° C. for 12 hours. The solution cooled to room temperature and diluted with 500 ml EtOAc and washed with saturated aqueous NaHSO4 and saturated aqueous NaCl. The solution was dried over Na2SO4, concentrated in vacuo, and purified by PCTLC (30% EtOAc in Hexane) to afforded 4-cyano-N-(1,1-dimethylethoxy)carbonyl-4-(2-cy... Reactants: ice, C(C)SC=1S[C@H]2N(C1C(=O)OCC1=CC=C(C=C1)[N+](=O)[O-])C([C@H]2C(C)(C)O)=O (p-nitrobenzyl (5R,6R)-2-ethylthio-6-(2-hydroxy-2-propyl)-pen-2-em-3-carboxylate), ClC=1C=C(C(=O)OO)C=CC1 (m-chloroperoxybenzoic acid). Solvent: C(Cl)Cl (CH2Cl2), C(Cl)Cl (CH2Cl2). Run at time 1 hour. Product: C(C)S(=O)C=1S[C@H]2N(C1C(=O)OCC1=CC=C(C=C1)[N+](=O)[O-])C([C@H]2C(C)(C)O)=O (p-Nitrobenzyl (5R,6R)-2-ethylsulfinyl-6-(2-hydroxy-2-propyl)-pen-2-em-3-carboxylate). RXN SMILES: ClC1C=C(C=CC=1)C(OO)=[O:6].[CH2:12]([S:14][C:15]1[S:16][C@@H:17]2[C@H:34]([C:35]([OH:38])([CH3:37])[CH3:36])[C:33](=[O:39])[N:18]2[C:19]=1[C:20]([O:22][CH2:23][C:24]1[CH:29]=[CH:28][C:27]([N+:30]([O-:32])=[O:31])=[CH:26][CH:25]=1)=[O:21])[CH3:13]>C(Cl)Cl>[CH2:12]([S:14]([C:15]1[S:16][C@@H:17]2[C@H:34]([C:35]([OH:38])([CH3:36])[CH3:37])[C:33](=[O:39])[N:18]2[C:19]=1[C:20]([O:22][CH2:23][C:24]1[CH:25]=[CH:26][C:27]([N+:30]([O-:32])=[O:31])=[CH:28][CH:29]=1)=[O:21])=[O:6])[CH3:13]. Reported procedure: A solution of 85% m-chloroperoxybenzoic acid (112 mg, 0.55 mmol) in CH2Cl2 (2.5 ml) is added dropwise over 5 mins. to an ice-cold, stirring solution of p-nitrobenzyl (5R,6R)-2-ethylthio-6-(2-hydroxy-2-propyl)-pen-2-em-3-carboxylate (212 mg, 0.5 mmol) in CH2Cl2 (5 ml). The mixture is stirred for 1 hour at 0°, then treated with excess Amberlyst-21 resin and stirred 5 minutes longer. The mixture is filtered and the filtrate is evaporated under vacuum to provide the crude product.